Task: describe an organic reaction: reactants, conditions, products, and yield. Dataset: the Open Reaction Database (ORD), a public repository of structured organic reaction records Starting materials: NC=1C=C2CCC(N(C2=C(C1)F)CCN(C)C)=O (6-Amino-1-(2-(dimethylamino)ethyl)-8-fluoro-3,4-dihydroquinolin-2(1H)-one), I.S1C(=CC=C1)C(=N)SC (methyl thiophene-2-carbimidothioate hydroiodide). The solvent is C(C)O (ethanol), O (water), C([O-])([O-])=O.[Na+].[Na+] (sodium carbonate). Run at time 2 day. Product: CN(CCN1C(CCC2=CC(=CC(=C12)F)NC(=N)C=1SC=CC1)=O)C (N-(1-(2-(Dimethylamino)ethyl)-8-fluoro-2-oxo-1,2,3,4-tetrahydroquinolin-6-yl)thiophene-2-carboximidamide). RXN SMILES: [NH2:1][C:2]1[CH:3]=[C:4]2[C:9](=[C:10]([F:12])[CH:11]=1)[N:8]([CH2:13][CH2:14][N:15]([CH3:17])[CH3:16])[C:7](=[O:18])[CH2:6][CH2:5]2.I.[S:20]1[CH:24]=[CH:23][CH:22]=[C:21]1[C:25](SC)=[NH:26]>C(O)C.O.C(=O)([O-])[O-].[Na+].[Na+]>[CH3:17][N:15]([CH3:16])[CH2:14][CH2:13][N:8]1[C:9]2[C:4](=[CH:3][C:2]([NH:1][C:25]([C:21]3[S:20][CH:24]=[CH:23][CH:22]=3)=[NH:26])=[CH:11][C:10]=2[F:12])[CH2:5][CH2:6][C:7]1=[O:18] |f:1.2,5.6.7|. Reported procedure: 6-Amino-1-(2-(dimethylamino)ethyl)-8-fluoro-3,4-dihydroquinolin-2(1H)-one (312 mg, 1.24 mmol) was stirred to dissolve in ethanol (15 mL). To this solution was added methyl thiophene-2-carbimidothioate hydroiodide (708 mg, 2.48 mmol). The resulting suspension was stirred for 2 days at room temperature. When TLC analysis showed that the reaction was finished, the mixture was diluted with water and aqueous sodium carbonate, then extracted with dichloromethane (3×). The combined organics were dried,...